This data is from the Open Reaction Database (ORD), a public repository of structured organic reaction records. The task is: describe an organic reaction: reactants, conditions, products, and yield The reactants are BrB(Br)Br, COc1ccc(CCCc2c[nH]c(C(=O)O)n2)cc1, ClCCl. Yields the product O=C(O)c1nc(CCCc2ccc(O)cc2)c[nH]1. As a reaction SMILES: [B:20]([Br:21])([Br:22])[Br:23].[CH3:1][O:2][c:3]1[cH:4][cH:5][c:6]([CH2:9][CH2:10][CH2:11][c:12]2[n:13][c:14]([C:17](=[O:18])[OH:19])[nH:15][cH:16]2)[cH:7][cH:8]1.[Cl:24][CH2:25][Cl:26]>>[OH:2][c:3]1[cH:4][cH:5][c:6]([CH2:9][CH2:10][CH2:11][c:12]2[n:13][c:14]([C:17](=[O:18])[OH:19])[nH:15][cH:16]2)[cH:7][cH:8]1. Reactants: O=C([O-])[O-], CN(C)CCCCl, CN(C)C=O, Cc1ccccc1, [H-], [I-], [K+], [K+], Nc1ccc(O)cc1, [Na+], [Na+]. Yields the product CN(C)CCCOc1ccc(N)cc1. As a reaction SMILES: [C:20](=[O:21])([O-:22])[O-:23].[CH3:13][N:14]([CH2:15][CH2:16][CH2:17][Cl:18])[CH3:19].[CH3:26][N:27]([CH3:28])[CH:29]=[O:30].[CH3:31][c:32]1[cH:33][cH:34][cH:35][cH:36][cH:37]1.[H-:9].[I-:12].[K+:24].[K+:25].[NH2:1][c:2]1[cH:3][cH:4][c:5]([OH:8])[cH:6][cH:7]1.[Na+:10].[Na+:11]>>[NH2:1][c:2]1[cH:3][cH:4][c:5]([O:8][CH2:17][CH2:16][CH2:15][N:14]([CH3:13])[CH3:19])[cH:6][cH:7]1. Reaction SMILES: C[O:2][C:3](=[O:27])[C@H:4]([OH:26])[C@H:5]([S:14][C:15]1[CH:24]=[CH:23][C:22]2[C:17](=[CH:18][CH:19]=[CH:20][CH:21]=2)[C:16]=1[NH2:25])[C:6]1[CH:11]=[CH:10][C:9]([O:12][CH3:13])=[CH:8][CH:7]=1.C(O)C.[OH-].[Na+]>O>[NH2:25][C:16]1[C:17]2[C:22](=[CH:21][CH:20]=[CH:19][CH:18]=2)[CH:23]=[CH:24][C:15]=1[S:14][C@H:5]([C:6]1[CH:7]=[CH:8][C:9]([O:12][CH3:13])=[CH:10][CH:11]=1)[C@@H:4]([OH:26])[C:3]([OH:27])=[O:2] |f:2.3|. Procedure: A mixture of 8.9 g (0.023 mol) of (±)-(S*,R*)-β-[(1-amino-2-naphthalenyl)thio]-α-hydroxy-4-methoxybenzenepropanoic acid methyl ester, 50 ml ethanol and 140 ml 1N sodium hydroxide was heated at reflux for 30 minutes. The reaction mixture was cooled to room temperature, diluted with water (50 ml) and extracted with ether (2×75 ml). The aqueous solution was chilled, then neutralized with acetic acid and extracted with ethyl acetate (3×75 ml). The combined extracts were washed with water (75 ml) and... The yield is 96.5%. Yields the product NC1=C(C=CC2=CC=CC=C12)S[C@@H]([C@H](C(=O)O)O)C1=CC=C(C=C1)OC ((±)-(S*,R*)-β-[(1-amino-2-naphthalenyl)thio]-α-hydroxy-4-methoxybenzenepropanoic acid). Solvent: O (water). Reactants: COC([C@@H]([C@@H](C1=CC=C(C=C1)OC)SC1=C(C2=CC=CC=C2C=C1)N)O)=O ((±)-(S*,R*)-β-[(1-amino-2-naphthalenyl)thio]-α-hydroxy-4-methoxybenzenepropanoic acid methyl ester), C(C)O (ethanol), [OH-].[Na+] (sodium hydroxide). Starting materials: NC=1C(NC(N(C1N)CC1=CC(=NO1)C(C)C)=S)=O (5,6-diamino-1-[(3-isopropylisoxazol-5-yl)methyl]-2-thioxo-2,3-dihydropyrimidin-4(1H)-one), C(C)(=O)O.C(=N)N (formamidine acetate). Yields the product C(C)(C)C1=NOC(=C1)CN1C(NC(C=2NC=NC12)=O)=S (3-[(3-Isopropylisoxazol-5-yl)methyl]-2-thioxo-1,2,3,7-tetrahydro-6H-purin-6-one). Yield: 11.0%. Reaction SMILES: [NH2:1][C:2]1[C:3](=[O:19])[NH:4][C:5](=[S:18])[N:6]([CH2:9][C:10]2[O:14][N:13]=[C:12]([CH:15]([CH3:17])[CH3:16])[CH:11]=2)[C:7]=1[NH2:8].[C:20](O)(=O)C.C(N)=N>>[CH:15]([C:12]1[CH:11]=[C:10]([CH2:9][N:6]2[C:7]3[N:8]=[CH:20][NH:1][C:2]=3[C:3](=[O:19])[NH:4][C:5]2=[S:18])[O:14][N:13]=1)([CH3:16])[CH3:17] |f:1.2|. Procedure details: The title compound was prepared in accordance with the general method described in Example 12(d) by using 5,6-diamino-1-[(3-isopropylisoxazol-5-yl)methyl]-2-thioxo-2,3-dihydropyrimidin-4(1H)-one (0.070 g, 0.25 mmol, obtained from Example 15(c)) and formamidine acetate (0.040 g, 0.37 mmol) which yielded the title compound (8.0 mg, 11% yield). Starting materials: Cl (HCl), C[C@H]1O[C@@H](CC(C1)[C@@H](C(=O)OCC1=CC=CC=C1)N=C(C1=CC=CC=C1)C1=CC=CC=C1)C ((S)-Benzyl 2-((2R,6R)-2,6-dimethyltetrahydro-2H-pyran-4-yl)-2-(diphenylmethyleneamino)acetate), C1CCOC1 (THF), CCN(C(C)C)C(C)C (DIPEA), ClC(=O)OC (methyl chloroformate). The solvent is O (water), O (water). Run at time 2 hour. The product is C[C@H]1O[C@@H](CC(C1)[C@@H](C(=O)OCC1=CC=CC=C1)NC(=O)OC)C ((S)-benzyl 2-((2R,6R)-2,6-dimethyltetrahydro-2H-pyran-4-yl)-2-(methoxycarbonylamino)acetate). RXN SMILES: [CH3:1][C@@H:2]1[CH2:7][CH:6]([C@H:8]([N:19]=[C:20](C2C=CC=CC=2)C2C=CC=CC=2)[C:9]([O:11][CH2:12][C:13]2[CH:18]=[CH:17][CH:16]=[CH:15][CH:14]=2)=[O:10])[CH2:5][C@@H:4]([CH3:33])[O:3]1.Cl.CCN(C(C)C)C(C)C.Cl[C:45](OC)=[O:46].C1C[O:52]CC1>O>[CH3:33][C@@H:4]1[CH2:5][CH:6]([C@H:8]([NH:19][C:20]([O:46][CH3:45])=[O:52])[C:9]([O:11][CH2:12][C:13]2[CH:14]=[CH:15][CH:16]=[CH:17][CH:18]=2)=[O:10])[CH2:7][C@@H:2]([CH3:1])[O:3]1. Procedure: (S)-Benzyl 2-((2R,6R)-2,6-dimethyltetrahydro-2H-pyran-4-yl)-2-(diphenylmethyleneamino)acetate (Cap-2, step d.2) (129.6 mg, 0.294 mmol) was dissolved in THF (2 mL) and then treated with 2N HCl (1.0 mL, 2.1 mmol) in water. The reaction was stirred for 2 h and then concentrated under a stream of nitrogen overnight. The crude residue was dissolved in DCM (2 mL) and DIPEA (0.21 mL, 1.2 mmol) and then treated with methyl chloroformate (0.032 mL, 0.41 mmol) and stirred at RT for 4 h. The reaction was d... Reactants: C1CCNC1, Cc1ccc(-c2oncc2C(=O)Cl)cc1, ClCCl. Yields the product Cc1ccc(-c2oncc2C(=O)N2CCCC2)cc1. As a reaction SMILES: [CH2:16]1[CH2:17][CH2:18][NH:19][CH2:20]1.[CH3:1][c:2]1[cH:3][cH:4][c:5](-[c:8]2[c:9]([C:13](=[O:14])[Cl:15])[cH:10][n:11][o:12]2)[cH:6][cH:7]1.[Cl:21][CH2:22][Cl:23]>>[CH3:1][c:2]1[cH:3][cH:4][c:5](-[c:8]2[c:9]([C:13](=[O:14])[N:19]3[CH2:18][CH2:17][CH2:16][CH2:20]3)[cH:10][n:11][o:12]2)[cH:6][cH:7]1. The reactants are ClC1=NC=CC=C1NC(=O)C1=C(C=NN1C)[N+](=O)[O-] (N-(2-chloro-3-pyridinyl)-1-methyl-4-nitro-1H-pyrazole-5-carboxamide). The reagents and catalysts are [Pd] (palladium). Solvent: O1CCOCC1 (dioxane). The product is NC=1C=NN(C1C(=O)NC=1C(=NC=CC1)Cl)C (4-Amino-N-(2-chloro-3-pyridinyl)-1-methyl-1H-pyrazole-5-caboxamide). Reaction SMILES: [Cl:1][C:2]1[C:7]([NH:8][C:9]([C:11]2[N:15]([CH3:16])[N:14]=[CH:13][C:12]=2[N+:17]([O-])=O)=[O:10])=[CH:6][CH:5]=[CH:4][N:3]=1>O1CCOCC1.[Pd]>[NH2:17][C:12]1[CH:13]=[N:14][N:15]([CH3:16])[C:11]=1[C:9]([NH:8][C:7]1[C:2]([Cl:1])=[N:3][CH:4]=[CH:5][CH:6]=1)=[O:10]. Procedure details: A solution of 62.0 gm (0.22 mol) of N-(2-chloro-3-pyridinyl)-1-methyl-4-nitro-1H-pyrazole-5-carboxamide in 1 liter of dioxane was hydrogenated in the presence of 5 gm of 10% palladium/animal charcoal as catalyst at room temperature and 5 bar until the hydrogen absorption was finished. After removal of the catalyst and the resulting precipitate by filtration, the filtrate was evaporated in vacuo. The remaining distillation residue was recrystallized from methanol. The reactants are O=C(O)CCCC=C1CCCCCCCCCCC1, CC(=O)O, O=[Pt]. The product is O=C(O)CCCCC1CCCCCCCCCCC1. As a reaction SMILES: [C:1]1(=[CH:13][CH2:14][CH2:15][CH2:16][C:17](=[O:18])[OH:19])[CH2:2][CH2:3][CH2:4][CH2:5][CH2:6][CH2:7][CH2:8][CH2:9][CH2:10][CH2:11][CH2:12]1.[CH3:20][C:21](=[O:22])[OH:23].[Pt:24]=[O:25]>>[CH:1]1([CH2:13][CH2:14][CH2:15][CH2:16][C:17](=[O:18])[OH:19])[CH2:2][CH2:3][CH2:4][CH2:5][CH2:6][CH2:7][CH2:8][CH2:9][CH2:10][CH2:11][CH2:12]1. Reactants: O1CCOCC1 (1,4-Dioxane), ClC1=C2C3=C(C(=NC2=CC=N1)OC(C)C)C=CC(=C3)F (1-chloro-9-fluoro-6-isopropoxybenzo[c]-1,6-naphthyridine), [OH-].[K+] (potassium hydroxide), C(C)(C)(C)P(C1=C(C=CC=C1)C1=C(C=C(C=C1CCC)CCC)CCC)C(C)(C)C (2-di-t-butylphosphino-2′,4′,6′-tri-1-propyl-1,1′-biphenyl). Reagents/catalysts: C=1C=CC(=CC1)/C=C/C(=O)/C=C/C2=CC=CC=C2.C=1C=CC(=CC1)/C=C/C(=O)/C=C/C2=CC=CC=C2.C=1C=CC(=CC1)/C=C/C(=O)/C=C/C2=CC=CC=C2.[Pd].[Pd] (Pd2(dba)3). Solvent: O (water). Reaction conditions: temperature 100 celsius, time 16 hour. The product is FC1=CC2=C(C(=NC=3C=CNC(C23)=O)OC(C)C)C=C1 (9-fluoro-6-isopropoxybenzo[c]-1,6-naphthyridin-1(2H)-one). Reaction SMILES: Cl[C:2]1[N:11]=[CH:10][CH:9]=[C:8]2[C:3]=1[C:4]1[CH:19]=[C:18]([F:20])[CH:17]=[CH:16][C:5]=1[C:6]([O:12][CH:13]([CH3:15])[CH3:14])=[N:7]2.[OH-].[K+].C(P(C(C)(C)C)C1C=CC=CC=1C1C(CCC)=CC(CCC)=CC=1CCC)(C)(C)C.[O:53]1CCOCC1>C1C=CC(/C=C/C(/C=C/C2C=CC=CC=2)=O)=CC=1.C1C=CC(/C=C/C(/C=C/C2C=CC=CC=2)=O)=CC=1.C1C=CC(/C=C/C(/C=C/C2C=CC=CC=2)=O)=CC=1.[Pd].[Pd].O>[F:20][C:18]1[CH:17]=[CH:16][C:5]2[C:6]([O:12][CH:13]([CH3:15])[CH3:14])=[N:7][C:8]3[CH:9]=[CH:10][NH:11][C:2](=[O:53])[C:3]=3[C:4]=2[CH:19]=1 |f:1.2,5.6.7.8.9|. Procedure: 1-chloro-9-fluoro-6-isopropoxybenzo[c]-1,6-naphthyridine (107 mg, 0.368 mmol), potassium hydroxide (83.0 mg, 1.47 mmol), 2-di-t-butylphosphino-2′,4′,6′-tri-1-propyl-1,1′-biphenyl (31.3 mg, 0.0740 mmol), and Pd2(dba)3 (33.7 mg, 0.0370 mmol) were combined in a vial. 1,4-Dioxane (2.2 mL) and water (1.5 mL), were added, and the resulting suspension was degassed with argon for 10 min. The reaction mixture was heated to 100° C. and stirred for 16 h. After cooling to room temperature, the reaction mixt... The reactants are BrC=1C=C(N)C=CC1 (3-bromoaniline), CC(C)(C#C)O (2-methyl-3-butyn-2-ol), C(C1=CC=CC=C1)=O (benzaldehyde), C(C1=CC=CC=C1)(=O)O (benzoic acid), C1(=CC=CC=C1)P(C1=CC=CC=C1)C1=CC=CC=C1 (triphenylphosphine). The reagents and catalysts are C(C)(=O)[O-].C(C)(=O)[O-].[Pd+2] (palladium diacetate). Run in C(C)N(CC)CC (triethylamine). The product is CC(O)C.NC=1C=C(C=CC1)C#C (3-aminophenylacetylene dimethylcarbinol). RXN SMILES: Br[C:2]1[CH:3]=[C:4]([CH:6]=[CH:7][CH:8]=1)[NH2:5].[CH3:9][C:10]([OH:14])(C#C)[CH3:11].[CH:15](=O)[C:16]1C=CC=CC=1.C(O)(=O)C1C=CC=CC=1.C1(P(C2C=CC=CC=2)C2C=CC=CC=2)C=CC=CC=1>C(N(CC)CC)C.C([O-])(=O)C.C([O-])(=O)C.[Pd+2]>[CH3:9][CH:10]([CH3:11])[OH:14].[NH2:5][C:4]1[CH:3]=[C:2]([C:15]#[CH:16])[CH:8]=[CH:7][CH:6]=1 |f:6.7.8,9.10|. Reported procedure: A mixture of 3-bromoaniline (1.72 g, 10 mmol), 2-methyl-3-butyn-2-ol (1.1 g, 13 mmol) and benzaldehyde (0.3 g, , 2.8 mmol, containing some benzoic acid) in triethylamine (5 g) was treated with palladium diacetate (11 mg) and triphenylphosphine (197 mg). This mixture was deaerated by bubbling nitrogen and then heated to reflux. CuI (10 mg) was added and the mixture was heated at reflux for 7 hours. Product isolation analogous to Example 2 gave 1.2 g of 3-aminophenylacetylene dimethylcarbinol.